This data is from the Open Reaction Database (ORD), a public repository of structured organic reaction records. The task is: describe an organic reaction: reactants, conditions, products, and yield The reactants are C1(=CC=CC=C1)P(=O)(ON)C1=CC=CC=C1 (O-(diphenyl-phosphinyl)hydroxylamine), O=C1CC(N(C2=C(N1CC(=O)N(C1=CC=C(C=C1)OC)C(C)C)C=CC=C2)C2=CC=NC=C2)=O (2-(2,4-Dioxo-5-pyridin-4-yl-2,3,4,5-tetrahydro-benzo[b][1,4]diazepin-1-yl)-N-isopropyl-N-(4-methoxy-phenyl )-acetamide), C[Si](C)(C)[N-][Si](C)(C)C.[Na+] (Sodium bis(trimethylsilyl)amide). Solvent: CN(C)C=O (DMF), C1CCOC1 (THF). Reaction conditions: time 0.5 hour. The product is NC1C(N(C2C(N(C1=O)CC(=O)N(C1=CC=C(C=C1)OC)C(C)C)C=CC=C2)C2=CC=NC=C2)=O (2-(3-Amino-2,4-dioxo-5-pyridin-4-yl-2,3,4,5,5a,9a-hexahydrobenzo[b][1,4]diazepin-1-yl)-N-isopropyl-N-(4-methoxy-phenyl)-acetamide). Reaction SMILES: [O:1]=[C:2]1[N:8]([CH2:9][C:10]([N:12]([CH:21]([CH3:23])[CH3:22])[C:13]2[CH:18]=[CH:17][C:16]([O:19][CH3:20])=[CH:15][CH:14]=2)=[O:11])[C:7]2[CH:24]=[CH:25][CH:26]=[CH:27][C:6]=2[N:5]([C:28]2[CH:33]=[CH:32][N:31]=[CH:30][CH:29]=2)[C:4](=[O:34])[CH2:3]1.C[Si]([N-:39][Si](C)(C)C)(C)C.[Na+].C1(P(C2C=CC=CC=2)(ON)=O)C=CC=CC=1>CN(C=O)C.C1COCC1>[NH2:39][CH:3]1[C:2](=[O:1])[N:8]([CH2:9][C:10]([N:12]([CH:21]([CH3:23])[CH3:22])[C:13]2[CH:14]=[CH:15][C:16]([O:19][CH3:20])=[CH:17][CH:18]=2)=[O:11])[CH:7]2[CH:24]=[CH:25][CH:26]=[CH:27][CH:6]2[N:5]([C:28]2[CH:29]=[CH:30][N:31]=[CH:32][CH:33]=2)[C:4]1=[O:34] |f:1.2|. Procedure: To a stirred solution of 80 mg (0.175 mmol) 2-(2,4-Dioxo-5-pyridin-4-yl-2,3,4,5-tetrahydro-benzo[b][1,4]diazepin-1-yl)-N-isopropyl-N-(4-methoxy-phenyl )-acetamide in 3 mL DMF was added 0.210 mL (0.209 mmol, 1.2 equiv) 1N Sodium bis(trimethylsilyl)amide in THF at 0° C. After stirring 0.5 h, 62 mg (0.262 mmol; 1.5 equiv) O-(diphenyl-phosphinyl)hydroxylamine (Harger, J. C. S. Perkin I, 3284-3288 (1981)) was added and the reaction mixture stirred 16 h at ambient temperature. The reaction mixture was... The reactants are C1CCOC1, CON(C)C(=O)c1cc([N+](=O)[O-])ccc1Br, COCOc1cccc(OC)c1, ClC(Cl)Cl, [Cl-], [Cl-], [Li]CCCC, Cl[Pd]Cl, [Zn+2], c1ccc(P(c2ccccc2)c2ccccc2)cc1, c1ccc(P(c2ccccc2)c2ccccc2)cc1. Yields the product COCOc1cccc(OC)c1-c1ccc([N+](=O)[O-])cc1C(=O)N(C)OC. As a reaction SMILES: [CH2:38]1[O:39][CH2:40][CH2:41][CH2:42]1.[CH3:18][O:19][N:20]([C:21]([c:22]1[c:23]([Br:31])[cH:24][cH:25][c:26]([N+:28](=[O:29])[O-:30])[cH:27]1)=[O:32])[CH3:33].[CH3:6][O:7][c:8]1[cH:9][c:10]([O:14][CH2:15][O:16][CH3:17])[cH:11][cH:12][cH:13]1.[CH:34]([Cl:35])([Cl:36])[Cl:37].[Cl-:43].[Cl-:45].[Li:1][CH2:2][CH2:3][CH2:4][CH3:5].[Pd:46]([Cl:47])[Cl:48].[Zn+2:44].[c:49]1([P:50]([c:51]2[cH:52][cH:53][cH:54][cH:55][cH:56]2)[c:57]2[cH:58][cH:59][cH:60][cH:61][cH:62]2)[cH:63][cH:64][cH:65][cH:66][cH:67]1.[c:68]1([P:69]([c:70]2[cH:71][cH:72][cH:73][cH:74][cH:75]2)[c:76]2[cH:77][cH:78][cH:79][cH:80][cH:81]2)[cH:82][cH:83][cH:84][cH:85][cH:86]1>>[CH3:6][O:7][c:8]1[c:9](-[c:23]2[c:22]([C:21]([N:20]([O:19][CH3:18])[CH3:33])=[O:32])[cH:27][c:26]([N+:28](=[O:29])[O-:30])[cH:25][cH:24]2)[c:10]([O:14][CH2:15][O:16][CH3:17])[cH:11][cH:12][cH:13]1.